From a dataset of the Open Reaction Database (ORD), a public repository of structured organic reaction records. describe an organic reaction: reactants, conditions, products, and yield Starting materials: C1CO1 (ethylene oxide), C1(=CC=CC=C1)P(Cl)C1=CC=CC=C1 (diphenylchlorophosphine), CCOC(=O)CCl (ethyl ester of chloroacetic acid), ClC(C)Cl (dichloroethane). Reported procedure: Into a 0.15 l four-neck flask provided with a thermometer, stirrer, gas-supply pipe and a cooler there are charged 33.07 g (0.15 mole) of diphenylchlorophosphine and 18.37 g (0.15 mole) of ethyl ester of chloroacetic acid. The flask contents are purged with nitrogen and cooled to the temperature of -5° C. Thereafter, a mixture of ethylene oxide and nitrogen in the ratio of 1:1 is bubbled into the solution at a temperature of the reaction mixture of from -5° to +5° C. After addition of 6.6 g (0.1... Yields the product ethyl ester, C1(=CC=CC=C1)P(=O)(C1=CC=CC=C1)CC(=O)O (diphenylphosphinylacetic acid). Run at temperature -5 celsius. As a reaction SMILES: [C:1]1([P:7]([C:9]2[CH:14]=[CH:13][CH:12]=[CH:11][CH:10]=2)Cl)[CH:6]=[CH:5][CH:4]=[CH:3][CH:2]=1.CC[O:17][C:18]([CH2:20]Cl)=[O:19].C1[O:24]C1.ClC(Cl)C>>[C:1]1([P:7]([CH2:20][C:18]([OH:17])=[O:19])([C:9]2[CH:14]=[CH:13][CH:12]=[CH:11][CH:10]=2)=[O:24])[CH:6]=[CH:5][CH:4]=[CH:3][CH:2]=1. The reactants are COC1=C(CN(S(=O)(=O)C2=CC=C3C(=N2)NC=C3C3=C(C=C(C=C3)C(F)(F)F)C3=CC=NN3C)C3=NC=NS3)C=CC(=C1)OC (N-(2,4-dimethoxybenzyl)-3-(2-(1-methyl-1H-pyrazol-5-yl)-4-(trifluoromethyl)phenyl)-N-(1,2,4-thiadiazol-5-yl)-1H-pyrrolo[2,3-b]pyridine-6-sulfonamide), COC1=C(CN(S(=O)(=O)C2=CC=C3C(=N2)NC=C3C3=C(C=C(C=C3)C(F)(F)F)C3=CC=NN3C)C3=NC=NS3)C=CC(=C1)OC (N-(2,4-dimethoxybenzyl)-3-(2-(1-methyl-1H-pyrazol-5-yl)-4-(trifluoromethyl)phenyl)-N-(1,2,4-thiadiazol-5-yl)-1H-pyrrolo[2,3-b]pyridine-6-sulfonamide), C(Cl)Cl (DCM), C(=O)(C(F)(F)F)O (TFA). Solvent: CO (methanol). Run at time 30 minute. The product is CN1N=CC=C1C1=C(C=CC(=C1)C(F)(F)F)C1=CNC2=NC(=CC=C21)S(=O)(=O)NC2=NC=NS2 (3-(2-(1-methyl-1H-pyrazol-5-yl)-4-(trifluoromethyl)phenyl)-N-(1,2,4-thiadiazol-5-yl)-1H-pyrrolo[2,3-b]pyridine-6-sulfonamide). The yield is 50.7%. Reaction SMILES: COC1C=C(OC)C=CC=1C[N:6]([C:35]1[S:39][N:38]=[CH:37][N:36]=1)[S:7]([C:10]1[N:15]=[C:14]2[NH:16][CH:17]=[C:18]([C:19]3[CH:24]=[CH:23][C:22]([C:25]([F:28])([F:27])[F:26])=[CH:21][C:20]=3[C:29]3[N:33]([CH3:34])[N:32]=[CH:31][CH:30]=3)[C:13]2=[CH:12][CH:11]=1)(=[O:9])=[O:8].C(Cl)Cl.C(O)(C(F)(F)F)=O>CO>[CH3:34][N:33]1[C:29]([C:20]2[CH:21]=[C:22]([C:25]([F:28])([F:27])[F:26])[CH:23]=[CH:24][C:19]=2[C:18]2[C:13]3[C:14](=[N:15][C:10]([S:7]([NH:6][C:35]4[S:39][N:38]=[CH:37][N:36]=4)(=[O:8])=[O:9])=[CH:11][CH:12]=3)[NH:16][CH:17]=2)=[CH:30][CH:31]=[N:32]1. Reported procedure: A vial was charged with N-(2,4-dimethoxybenzyl)-3-(2-(1-methyl-1H-pyrazol-5-yl)-4-(trifluoromethyl)phenyl)-N-(1,2,4-thiadiazol-5-yl)-1H-pyrrolo[2,3-b]pyridine-6-sulfonamide (Intermediate J) (46.47 mg, 0.071 mmol) and DCM (0.5 mL) to give a clear solution. TFA (0.1 mL) was added dropwise, and the resulting mixture was stirred for 30 min. The mixture was diluted with methanol, then filtered through Celite® (diatomaceous earth). The filtrate was concentrated, and the residue was triturated with die... The reactants are O=C(O)c1cccc(CBr)c1Cl, N#C[K], CN(C)C=O, O. Product: N#CCc1cccc(C(=O)O)c1Cl. RXN SMILES: [Br:1][CH2:2][c:3]1[c:4]([Cl:12])[c:5]([C:6](=[O:7])[OH:8])[cH:9][cH:10][cH:11]1.[K:13][C:14]#[N:15].[O:16]=[CH:17][N:18]([CH3:19])[CH3:20].[OH2:21]>>[CH2:2]([c:3]1[c:4]([Cl:12])[c:5]([C:6](=[O:7])[OH:8])[cH:9][cH:10][cH:11]1)[C:14]#[N:15].